Dataset: the Open Reaction Database (ORD), a public repository of structured organic reaction records. Task: describe an organic reaction: reactants, conditions, products, and yield The reactants are COc1ccccc1-c1nc(C(=O)O)c(C(F)(F)F)o1, COCCN(C)c1ncc(N)cn1. Yields the product COCCN(C)c1ncc(NC(=O)c2nc(-c3ccccc3OC)oc2C(F)(F)F)cn1. RXN SMILES: [CH3:1][O:2][c:3]1[c:4](-[c:9]2[o:10][c:11]([C:17]([F:18])([F:19])[F:20])[c:12]([C:14](=[O:15])[OH:16])[n:13]2)[cH:5][cH:6][cH:7][cH:8]1.[CH3:21][O:22][CH2:23][CH2:24][N:25]([c:26]1[n:27][cH:28][c:29]([NH2:32])[cH:30][n:31]1)[CH3:33]>>[CH3:1][O:2][c:3]1[c:4](-[c:9]2[o:10][c:11]([C:17]([F:18])([F:19])[F:20])[c:12]([C:14](=[O:16])[NH:32][c:29]3[cH:28][n:27][c:26]([N:25]([CH2:24][CH2:23][O:22][CH3:21])[CH3:33])[n:31][cH:30]3)[n:13]2)[cH:5][cH:6][cH:7][cH:8]1. RXN SMILES: [CH3:1][C:2]1[C:3]([NH2:9])=[C:4]([NH2:8])[CH:5]=[CH:6][CH:7]=1.[Cl:10][CH2:11][C:12](O)=O.[OH-].[NH4+]>Cl>[Cl:10][CH2:11][C:12]1[NH:9][C:3]2[C:2]([CH3:1])=[CH:7][CH:6]=[CH:5][C:4]=2[N:8]=1 |f:2.3|. Procedure: A solution of 1.83 g (15 m mol) of 3-methyl-1,2-phenylenediamine in 20 ml of 4N aqueous hydrochloric acid was stored at room temperature overnight. To the solution was added 2.13 g (22.5 m mol) of monochloroacetic acid and refluxed for 3 hours. The reaction solution was cooled to room temperature, rendered alkaline by addition of ammonium hydroxide and extracted with ethyl acetate. The ethyl acetate layer was washed with water and dried on anhydrous sodium sulfate. The solvent was evaporated in ... The reactants are ClCC(=O)O (monochloroacetic acid), CC=1C(=C(C=CC1)N)N (3-methyl-1,2-phenylenediamine), [OH-].[NH4+] (ammonium hydroxide). Yields the product ClCC=1NC2=C(N1)C=CC=C2C (2- chloromethyl-4-methylbenzimidazole). Solvent: Cl (hydrochloric acid). The reactants are ClC1=CC=C(CN2C(=NC=3N(C(N(C(C23)=O)CCCN2C(C3=CC=CC=C3C2=O)=O)=O)C)OC2=CC(=CC=C2)OC(F)(F)F)C=C1 (7-(4-Chlorobenzyl)-1-(3-(1,3-dioxoisoindolin-2-yl)propyl)-3-methyl-8-(3-(trifluoromethoxy)phenoxy)-1H-purine-2,6(3H,7H)-dione), O.NN (hydrazine hydrate), Cl.C(C)OCC (HCl diethyl ether). Run in C(C)O (ethanol), O (water), C(Cl)Cl (DCM). Run at time 30 minute. The product is Cl.NCCCN1C(N(C=2N=C(N(C2C1=O)CC1=CC=C(C=C1)Cl)OC1=CC(=CC=C1)OC(F)(F)F)C)=O (1-(3-aminopropyl)-7-(4-chlorobenzyl)-3-methyl-8-(3-(trifluoromethoxy)phenoxy)-1H-purine-2,6(3H,7H)-dione hydrochloride). Isolated yield 145.1%. As a reaction SMILES: [Cl:1][C:2]1[CH:46]=[CH:45][C:5]([CH2:6][N:7]2[C:15]3[C:14](=[O:16])[N:13]([CH2:17][CH2:18][CH2:19][N:20]4C(=O)C5C(=CC=CC=5)C4=O)[C:12](=[O:31])[N:11]([CH3:32])[C:10]=3[N:9]=[C:8]2[O:33][C:34]2[CH:39]=[CH:38][CH:37]=[C:36]([O:40][C:41]([F:44])([F:43])[F:42])[CH:35]=2)=[CH:4][CH:3]=1.O.NN.Cl.C(OCC)C>C(O)C.O.C(Cl)Cl>[ClH:1].[NH2:20][CH2:19][CH2:18][CH2:17][N:13]1[C:14](=[O:16])[C:15]2[N:7]([CH2:6][C:5]3[CH:45]=[CH:46][C:2]([Cl:1])=[CH:3][CH:4]=3)[C:8]([O:33][C:34]3[CH:39]=[CH:38][CH:37]=[C:36]([O:40][C:41]([F:42])([F:44])[F:43])[CH:35]=3)=[N:9][C:10]=2[N:11]([CH3:32])[C:12]1=[O:31] |f:1.2,3.4,8.9|. Procedure details: Step 2 7-(4-Chlorobenzyl)-1-(3-(1,3-dioxoisoindolin-2-yl)propyl)-3-methyl-8-(3-(trifluoromethoxy)phenoxy)-1H-purine-2,6(3H,7H)-dione (1.4 g, 2.14 mmol) was slurried in ethanol (20 mL) and hydrazine hydrate (0.42 mL, 8.56 mmol) was added and the reaction was heated at reflux. The reaction at reflux changed to a clear solution then after 30 min setup as a white mass. The reaction was cooled to room temperature, diluted with water (100 mL) and extracted with DCM (3×75 mL). The combined organic extr...